Dataset: the Open Reaction Database (ORD), a public repository of structured organic reaction records. Task: describe an organic reaction: reactants, conditions, products, and yield Starting materials: COC1=C(N)C=C(C=C1)OC (2,5-dimethoxyaniline), ClC1=C(C(=O)O)C=CC(=C1)OC (2-chloro-4-methoxybenzoic acid). The product is ClC1=C(C=CC(=C1)O)C=1OC2=C(N1)C=C(C=C2)O (2-(2-Chloro-4-hydroxyphenyl)-1,3-benzoxazol-5-ol). As a reaction SMILES: [CH3:1][O:2][C:3]1[CH:9]=[CH:8][C:7]([O:10]C)=[CH:6][C:4]=1[NH2:5].[Cl:12][C:13]1[CH:21]=[C:20]([O:22]C)[CH:19]=[CH:18][C:14]=1C(O)=O>>[Cl:12][C:13]1[CH:21]=[C:20]([OH:22])[CH:19]=[CH:18][C:14]=1[C:1]1[O:2][C:3]2[CH:9]=[CH:8][C:7]([OH:10])=[CH:6][C:4]=2[N:5]=1. Procedure: The title compound was prepared in substantially the same manner as described in Example 1, from 2,5-dimethoxyaniline, and 2-chloro-4-methoxybenzoic acid and was obtained as a white solid, m.p. 253-255° C.; MS m/e 262 (M+H)+.